describe an organic reaction: reactants, conditions, products, and yield From a dataset of the Open Reaction Database (ORD), a public repository of structured organic reaction records. Starting materials: [Al+3], COC(=O)c1cccc(S(=O)(=O)c2cc(C)c3ncc(C(N)=O)c(Nc4cccc(OC)c4)c3c2)c1, C1CCOC1, [H-], [H-], [H-], [H-], [Li+], [Na+], [OH-], O. Yields the product COc1cccc(Nc2c(C(N)=O)cnc3c(C)cc(S(=O)(=O)c4cccc(CO)c4)cc23)c1. Reaction SMILES: [Al+3:2].[C:7]([NH2:8])(=[O:9])[c:10]1[cH:11][n:12][c:13]2[c:14]([CH3:42])[cH:15][c:16]([S:29](=[O:30])(=[O:31])[c:32]3[cH:33][c:34]([C:35](=[O:36])[O:37][CH3:38])[cH:39][cH:40][cH:41]3)[cH:17][c:18]2[c:19]1[NH:20][c:21]1[cH:22][c:23]([O:27][CH3:28])[cH:24][cH:25][cH:26]1.[CH2:46]1[O:47][CH2:48][CH2:49][CH2:50]1.[H-:1].[H-:4].[H-:5].[H-:6].[Li+:3].[Na+:45].[OH-:44].[OH2:43]>>[C:7]([NH2:8])(=[O:9])[c:10]1[cH:11][n:12][c:13]2[c:14]([CH3:42])[cH:15][c:16]([S:29](=[O:30])(=[O:31])[c:32]3[cH:33][c:34]([CH2:35][OH:36])[cH:39][cH:40][cH:41]3)[cH:17][c:18]2[c:19]1[NH:20][c:21]1[cH:22][c:23]([O:27][CH3:28])[cH:24][cH:25][cH:26]1. Reactants: Cc1cc2c(c3c1NC(=O)C(C)(C)C3)OC(CBr)C2, [N-]=[N+]=[N-], [Na+]. Product: Cc1cc2c(c3c1NC(=O)C(C)(C)C3)OC(CN=[N+]=[N-])C2. Reaction SMILES: [Br:1][CH2:2][CH:3]1[CH2:4][c:5]2[c:6]([c:7]3[c:12]([c:13]([CH3:15])[cH:14]2)[NH:11][C:10](=[O:16])[C:9]([CH3:17])([CH3:18])[CH2:8]3)[O:19]1.[N-:21]=[N+:22]=[N-:23].[Na+:20]>>[CH2:2]([CH:3]1[CH2:4][c:5]2[c:6]([c:7]3[c:12]([c:13]([CH3:15])[cH:14]2)[NH:11][C:10](=[O:16])[C:9]([CH3:17])([CH3:18])[CH2:8]3)[O:19]1)[N:21]=[N+:22]=[N-:23]. Reactants: OC(Cc1ccccc1)Cc1cccc(Br)c1, CC(C)(C)OC(=O)N1CCC1COc1cncc([Sn](C)(C)C)c1, CN1CCCC1=O, ClC(Cl)Cl, O=C(C=Cc1ccccc1)C=Cc1ccccc1, O=C(C=Cc1ccccc1)C=Cc1ccccc1, O=C(C=Cc1ccccc1)C=Cc1ccccc1, [Pd], [Pd]. Product: CC(C)(C)OC(=O)N1CCC1COc1cncc(-c2cccc(CC(O)Cc3ccccc3)c2)c1. RXN SMILES: [Br:1][c:2]1[cH:3][c:4]([CH2:8][CH:9]([CH2:10][c:11]2[cH:12][cH:13][cH:14][cH:15][cH:16]2)[OH:17])[cH:5][cH:6][cH:7]1.[C:18]([CH3:19])([CH3:20])([CH3:21])[O:22][C:23](=[O:24])[N:25]1[CH:26]([CH2:29][O:30][c:31]2[cH:32][n:33][cH:34][c:35]([Sn:37]([CH3:38])([CH3:39])[CH3:40])[cH:36]2)[CH2:27][CH2:28]1.[CH3:41][N:42]1[CH2:43][CH2:44][CH2:45][C:46]1=[O:47].[Cl:104][CH:105]([Cl:106])[Cl:107].[O:50]=[C:51]([CH:52]=[CH:53][c:54]1[cH:55][cH:56][cH:57][cH:58][cH:59]1)[CH:60]=[CH:61][c:62]1[cH:63][cH:64][cH:65][cH:66][cH:67]1.[O:68]=[C:69]([CH:70]=[CH:71][c:72]1[cH:73][cH:74][cH:75][cH:76][cH:77]1)[CH:78]=[CH:79][c:80]1[cH:81][cH:82][cH:83][cH:84][cH:85]1.[O:86]=[C:87]([CH:88]=[CH:89][c:90]1[cH:91][cH:92][cH:93][cH:94][cH:95]1)[CH:96]=[CH:97][c:98]1[cH:99][cH:100][cH:101][cH:102][cH:103]1.[Pd:48].[Pd:49]>>[c:2]1(-[c:35]2[cH:34][n:33][cH:32][c:31]([O:30][CH2:29][CH:26]3[N:25]([C:23]([O:22][C:18]([CH3:19])([CH3:20])[CH3:21])=[O:24])[CH2:28][CH2:27]3)[cH:36]2)[cH:3][c:4]([CH2:8][CH:9]([CH2:10][c:11]2[cH:12][cH:13][cH:14][cH:15][cH:16]2)[OH:17])[cH:5][cH:6][cH:7]1. Starting materials: aqueous solution, [OH-].[Na+] (sodium hydroxide), FC\1(CCN(C2=C(/C1=C/C(=O)N1CCN(CC1)C)C=CC=C2)S(=O)(=O)C2=CC=C(C)C=C2)F ((Z)-4,4-Difluoro-5-[2-(4-methylpiperazin-1-yl)-2-oxoethylidene]-1-tosyl-2,3,4,5-tetrahydro-1H-1-benzoazepine). Run in S(O)(O)(=O)=O (sulfuric acid). Run at time 24 hour. The product is FC\1(CCNC2=C(/C1=C/C(=O)N1CCN(CC1)C)C=CC=C2)F ((Z)-4,4-difluoro-5-[2-(4-methylpiperazin-1-yl)-2-oxoethylidene]-2,3,4,5-tetrahydro-1H-1-benzoazepine). Isolated yield 96.4%. RXN SMILES: [F:1][C:2]1([F:33])[CH2:3][CH2:4][N:5](S(C2C=CC(C)=CC=2)(=O)=O)[C:6]2[CH:22]=[CH:21][CH:20]=[CH:19][C:7]=2/[C:8]/1=[CH:9]/[C:10]([N:12]1[CH2:17][CH2:16][N:15]([CH3:18])[CH2:14][CH2:13]1)=[O:11].[OH-].[Na+]>S(=O)(=O)(O)O>[F:33][C:2]1([F:1])[CH2:3][CH2:4][NH:5][C:6]2[CH:22]=[CH:21][CH:20]=[CH:19][C:7]=2/[C:8]/1=[CH:9]/[C:10]([N:12]1[CH2:13][CH2:14][N:15]([CH3:18])[CH2:16][CH2:17]1)=[O:11] |f:1.2|. Reported procedure: (Z)-4,4-Difluoro-5-[2-(4-methylpiperazin-1-yl)-2-oxoethylidene]-1-tosyl-2,3,4,5-tetrahydro-1H-1-benzoazepine (11.7 g) was dissolved in 20 ml of concentrated sulfuric acid, followed by stirring for 24 hours at room temperature. The reaction solution was poured over 700 ml of a 1N aqueous solution of sodium hydroxide and extracted with chloroform. The organic layer was washed with a saturated aqueous solution of NaCl, and after drying over magnesium sulfate, the solvent was evaporated off. The res...